This data is from the Open Reaction Database (ORD), a public repository of structured organic reaction records. The task is: describe an organic reaction: reactants, conditions, products, and yield Reactants: NC1=NC(=CC(=N1)OC)OC (2-amino-4,6-dimethoxypyrimidine), C(CCC)N(CCCC)CCCC (tributylamine), C(=O)(Cl)Cl (Phosgene), CN(C(C1=C(C=C(C=C1)[N+](=O)[O-])S(=O)(=O)N)=O)C (N,N-dimethyl-2-aminosulfonyl-4-nitro-benzamide), C(CCC)N(CCCC)CCCC (tributylamine), [OH-].[K+] (potassium hydroxide). Run in C(C)(=O)OCC (ethyl acetate), C(C)(=O)OCC (ethyl acetate), C(C)(=O)OCC (ethyl acetate), O (water). Conditions: temperature 30 celsius, time 1 hour. Product: CN(C(C1=C(C=C(C=C1)[N+](=O)[O-])S(=O)(=O)NC(=O)NC1=NC(=CC(=N1)OC)OC)=O)C (N,N-dimethyl-2{-N-[N-(4,6-dimethoxypyrimidin-2-yl)aminocarbonyl]aminosulfonyl}-4-nitrobenz-amide). Yield: 93.1%. Reaction SMILES: [C:1](Cl)(Cl)=[O:2].[NH2:5][C:6]1[N:11]=[C:10]([O:12][CH3:13])[CH:9]=[C:8]([O:14][CH3:15])[N:7]=1.C(N(CCCC)CCCC)CCC.[CH3:29][N:30]([CH3:46])[C:31](=[O:45])[C:32]1[CH:37]=[CH:36][C:35]([N+:38]([O-:40])=[O:39])=[CH:34][C:33]=1[S:41]([NH2:44])(=[O:43])=[O:42].[OH-].[K+]>C(OCC)(=O)C.O>[CH3:29][N:30]([CH3:46])[C:31](=[O:45])[C:32]1[CH:37]=[CH:36][C:35]([N+:38]([O-:40])=[O:39])=[CH:34][C:33]=1[S:41]([NH:44][C:1]([NH:5][C:6]1[N:7]=[C:8]([O:14][CH3:15])[CH:9]=[C:10]([O:12][CH3:13])[N:11]=1)=[O:2])(=[O:42])=[O:43] |f:4.5|. Reported procedure: Phosgene (23 g, 232 mmol) was passed into ethyl acetate (250 ml) at 10° C. A solution of 2-amino-4,6-dimethoxypyrimidine (20 g, 129 mmol) and tributylamine (47.82 g, 258 mmol) in ethyl acetate (270 ml) was added dropwise in the course of 3 h. 15 min after the addition, the jacket was warmed to 30° C. and ethyl acetate and excess phosgene were distilled off in vac. The remaining solution of the isocyanate was cooled to 10° C. and added dropwise to a suspension of N,N-dimethyl-2-aminosulfonyl-4-ni...